This data is from the Open Reaction Database (ORD), a public repository of structured organic reaction records. The task is: describe an organic reaction: reactants, conditions, products, and yield The reactants are BrC#CC[C@]12CCC(C=C1CC[C@H]1[C@@H]3CCC([C@@]3(C)CC[C@H]21)=O)=O (10β-(3-bromo-2-propynyl)estr-4-ene-3,17-dione), C1(=C(C(=O)C(=C(C1=O)Cl)Cl)Cl)Cl (chloranil). Run in C(C)(C)(C)O (tert-butyl alcohol), C(C)(=O)OCC (ethyl acetate). The product is BrC#CC[C@]12CCC(C=C1C=C[C@H]1[C@@H]3CCC([C@@]3(C)CC[C@H]21)=O)=O (10β-(3-bromo-2-propynyl)estra-4,6-diene-3,17-dione). The yield is 45.0%. As a reaction SMILES: [Br:1][C:2]#[C:3][CH2:4][C@@:5]12[C@@H:22]3[C@H:13]([C@H:14]4[C@@:18]([CH2:20][CH2:21]3)([CH3:19])[C:17](=[O:23])[CH2:16][CH2:15]4)[CH2:12][CH2:11][C:10]1=[CH:9][C:8](=[O:24])[CH2:7][CH2:6]2.C1(Cl)C(=O)C(Cl)=C(Cl)C(=O)C=1Cl>C(O)(C)(C)C.C(OCC)(=O)C>[Br:1][C:2]#[C:3][CH2:4][C@@:5]12[C@@H:22]3[C@H:13]([C@H:14]4[C@@:18]([CH2:20][CH2:21]3)([CH3:19])[C:17](=[O:23])[CH2:16][CH2:15]4)[CH:12]=[CH:11][C:10]1=[CH:9][C:8](=[O:24])[CH2:7][CH2:6]2. Procedure details: A mixture of 313 mg of 10β-(3-bromo-2-propynyl)estr-4-ene-3,17-dione and 575 mg of chloranil in 21 ml of tert-butyl alcohol is heated at reflux for 2 hours. The mixture is diluted with ethyl acetate and filtered and the filtrate is washed with aqueous 1N sodium hydroxide, with brine and dried over sodium sulphate. The solvent is then evaporated and the residue chromatographed on silica gel using ethylacetate/n-hexane to give 140 mg of the title compound.